Task: describe an organic reaction: reactants, conditions, products, and yield. Dataset: the Open Reaction Database (ORD), a public repository of structured organic reaction records Reaction SMILES: [CH2:1]([O:3][C:4]1[CH:9]=[CH:8][C:7]([F:10])=[CH:6][C:5]=1[OH:11])[CH3:2].C1N2CN3CN(C2)CN1C3.FC(F)(F)[C:24](O)=[O:25]>>[CH2:1]([O:3][C:4]1[C:5]([OH:11])=[CH:6][C:7]([F:10])=[C:8]([CH:9]=1)[CH:24]=[O:25])[CH3:2]. Conditions: temperature 80 celsius, time 1 hour. Procedure: The 2-ethoxy-5-fluoro-phenol (14.3 g) described in example 1.2 was dissolved in trifluoroacetic acid (90 ml). This solution was slowly added to a solution of hexamethylene tetramine (25.7 g) in trifluoroacetic acid (90 ml) at 80° C. The mixture was stirred for 1 h at 80° C. and concentrated. Water (250 ml) was added and stirred for 10 min. The mixture was neutralized with Na2CO3 and extracted with ether. The crude product was purified by column chromatography (n-hexane/ethyl acetate) to yield 9.... Product: C(C)OC=1C(=CC(=C(C=O)C1)F)O (5-ethoxy-2-fluoro-4-hydroxy-benzaldehyde). Starting materials: C(C)OC1=C(C=C(C=C1)F)O (2-ethoxy-5-fluoro-phenol), C1N2CN3CN1CN(C2)C3 (hexamethylene tetramine), FC(C(=O)O)(F)F (trifluoroacetic acid), FC(C(=O)O)(F)F (trifluoroacetic acid). The reactants are O1CC(C2=C1C=CC=C2)=NO (benzofuran-3-one oxime), [H-].[Na+] (sodium hydride), S(=O)(=O)(OC)OC (dimethyl sulphate). The solvent is O (water). The product is CON=C1COC2=C1C=CC=C2 (benzofuran-3-one O-methyl-oxime). Isolated yield 42.0%. As a reaction SMILES: [O:1]1[C:5]2[CH:6]=[CH:7][CH:8]=[CH:9][C:4]=2[C:3](=[N:10][OH:11])[CH2:2]1.[H-].[Na+].S(OC)(O[CH3:18])(=O)=O>O>[CH3:18][O:11][N:10]=[C:3]1[C:4]2[CH:9]=[CH:8][CH:7]=[CH:6][C:5]=2[O:1][CH2:2]1 |f:1.2|. Procedure details: 3.7 g of benzofuran-3-one oxime are dissolved in 15 ml of dimethylfornamide. At 20° C., 1 g of sodium hydride (60%) is added and the mixture is stirred until the evolution of gas ceases. 3.15 g of dimethyl sulphate are then added dropwise and the mixture is stirred at 20° C. for 24 hours. The reaction mixture is poured into water, extracted with ethyl acetate, the organic phase is dried over sodium sulphate and the solvent is distilled off under reduced pressure. The residue is chromatographed o... Reactants: COc1cc2c(Nc3ccc(C)c(OC(C)=O)c3)ncnc2cc1OCc1ccccc1, CO, ClC(Cl)Cl, CN(C)C=O. Yields the product COc1cc2c(Nc3ccc(C)c(OC(C)=O)c3)ncnc2cc1O. As a reaction SMILES: [C:1]([CH3:2])(=[O:3])[O:4][c:5]1[cH:6][c:7]([NH:8][c:9]2[n:10][cH:11][n:12][c:13]3[cH:14][c:15]([O:21][CH2:22][c:23]4[cH:24][cH:25][cH:26][cH:27][cH:28]4)[c:16]([O:19][CH3:20])[cH:17][c:18]23)[cH:29][cH:30][c:31]1[CH3:32].[CH3:33][OH:34].[Cl:40][CH:41]([Cl:42])[Cl:43].[O:35]=[CH:36][N:37]([CH3:38])[CH3:39]>>[C:1]([CH3:2])(=[O:3])[O:4][c:5]1[cH:6][c:7]([NH:8][c:9]2[n:10][cH:11][n:12][c:13]3[cH:14][c:15]([OH:21])[c:16]([O:19][CH3:20])[cH:17][c:18]23)[cH:29][cH:30][c:31]1[CH3:32]. Starting materials: CC(C)(C)[Si](C)(C)CCOc1cc(NC(=O)N2C=CC(=O)CC2c2ccc(F)cc2)c(Br)cc1Cl, CCCC[N+](CCCC)(CCCC)CCCC, C1CCOC1, [F-]. The product is O=C1C=CN(C(=O)Nc2cc(OCCO)c(Cl)cc2Br)C(c2ccc(F)cc2)C1. Reaction SMILES: [Br:1][c:2]1[c:3]([NH:19][C:20](=[O:21])[N:22]2[CH:23]([c:29]3[cH:30][cH:31][c:32]([F:35])[cH:33][cH:34]3)[CH2:24][C:25](=[O:28])[CH:26]=[CH:27]2)[cH:4][c:5]([O:9][CH2:10][CH2:11][Si:12]([C:13]([CH3:14])([CH3:15])[CH3:16])([CH3:17])[CH3:18])[c:6]([Cl:8])[cH:7]1.[CH2:37]([N+:38]([CH2:39][CH2:40][CH2:41][CH3:42])([CH2:43][CH2:44][CH2:45][CH3:46])[CH2:47][CH2:48][CH2:49][CH3:50])[CH2:51][CH2:52][CH3:53].[CH2:54]1[CH2:57][CH2:56][CH2:55][O:58]1.[F-:36]>>[Br:1][c:2]1[c:3]([NH:19][C:20](=[O:21])[N:22]2[CH:23]([c:29]3[cH:30][cH:31][c:32]([F:35])[cH:33][cH:34]3)[CH2:24][C:25](=[O:28])[CH:26]=[CH:27]2)[cH:4][c:5]([O:9][CH2:10][CH2:11][OH:58])[c:6]([Cl:8])[cH:7]1.